From a dataset of the Open Reaction Database (ORD), a public repository of structured organic reaction records. describe an organic reaction: reactants, conditions, products, and yield Reactants: CC(=O)OCCc1cc2c(cc1Cl)C1CCCC1C(=O)N2, O=C([O-])[O-], CO, CCOC(C)=O, [K+], [K+]. Product: O=C1Nc2cc(CCO)c(Cl)cc2C2CCCC12. RXN SMILES: [C:1](=[O:2])([CH3:3])[O:4][CH2:5][CH2:6][c:7]1[c:8]([Cl:21])[cH:9][c:10]2[c:15]([cH:16]1)[NH:14][C:13](=[O:17])[CH:12]1[CH:11]2[CH2:20][CH2:19][CH2:18]1.[C:22](=[O:23])([O-:24])[O-:25].[CH3:28][OH:29].[CH3:30][CH2:31][O:32][C:33](=[O:34])[CH3:35].[K+:26].[K+:27]>>[OH:4][CH2:5][CH2:6][c:7]1[c:8]([Cl:21])[cH:9][c:10]2[c:15]([cH:16]1)[NH:14][C:13](=[O:17])[CH:12]1[CH:11]2[CH2:20][CH2:19][CH2:18]1. Reactants: C(C)N1C[C@@H](CC1)CCN (2-((R)-1-ethylpyrrolidin-3-yl)ethylamine), C(C)N1C[C@H](CC1)CC#N (2-((R)-1-ethylpyrrolidin-3-yl)acetonitrile), C(C)N1C[C@H](CC1)CC#N (2-((R)-1-ethylpyrrolidin-3-yl)acetonitrile). Product: C(C)N1C[C@H](CC1)CCN (2-((S)-1-Ethylpyrrolidin-3-yl)ethylamine). Reaction SMILES: [CH2:1]([N:3]1[CH2:7][CH2:6][C@@H:5]([CH2:8][CH2:9][NH2:10])[CH2:4]1)[CH3:2].C(N1CC[C@H](CC#N)C1)C>>[CH2:1]([N:3]1[CH2:7][CH2:6][C@H:5]([CH2:8][CH2:9][NH2:10])[CH2:4]1)[CH3:2]. Procedure: Prepared by proceeding in a similar manner to Intermediate 203, starting from 2-((R)-1-ethylpyrrolidin-3-yl)acetonitrile (Intermediate 209) and used without further characterisation. Starting materials: O1N=C(C2=C1C=CC=C2)CC(=NO)Cl (1,2-benzisoxazole-3-acetohydroximic chloride), N (ammonia), N (ammonia). The solvent is C(Cl)(Cl)Cl (chloroform), C(C)O (ethanol). Reaction conditions: time 0.5 hour. Yields the product O1N=C(C2=C1C=CC=C2)CC(N)=NO (1,2-Benzisoxazole-3-acetamidoxime). Reaction SMILES: [O:1]1[C:5]2[CH:6]=[CH:7][CH:8]=[CH:9][C:4]=2[C:3]([CH2:10][C:11](Cl)=[N:12][OH:13])=[N:2]1.[NH3:15]>C(Cl)(Cl)Cl.C(O)C>[O:1]1[C:5]2[CH:6]=[CH:7][CH:8]=[CH:9][C:4]=2[C:3]([CH2:10][C:11](=[N:12][OH:13])[NH2:15])=[N:2]1. Procedure details: In a mixture of chloroform (250 ml) and ethanol (250 ml) was dissolved 1,2-benzisoxazole-3-acetohydroximic chloride (0.5 g) and the mixture was saturated with ammonia by passing through thereto ammonia gas under ice-cooling. The mixture was allowed to stand for 0.5 hour and then the solvent was distilled off under a reduced pressure. To the residue was added chloroform and the insoluble substance was filtered off. The filtrate was distilled to remove the solvent and the residue was recrystallize... Reactants: CC(C)(C)OC(=O)N1CCNCC1, CC(C)(C)[O-], Cc1ccccc1, FC(F)(F)c1ccc(Br)c(C(F)(F)F)c1, [Na+], O. The product is CC(C)(C)OC(=O)N1CCN(c2ccc(C(F)(F)F)cc2C(F)(F)F)CC1. RXN SMILES: [C:16](=[O:17])([O:18][C:19]([CH3:20])([CH3:21])[CH3:22])[N:23]1[CH2:24][CH2:25][NH:26][CH2:27][CH2:28]1.[CH3:29][C:30]([CH3:31])([O-:32])[CH3:33].[CH3:35][c:36]1[cH:37][cH:38][cH:39][cH:40][cH:41]1.[F:1][C:2]([c:3]1[c:4]([Br:13])[cH:5][cH:6][c:7]([C:9]([F:10])([F:11])[F:12])[cH:8]1)([F:14])[F:15].[Na+:34].[OH2:42]>>[F:1][C:2]([c:3]1[c:4]([N:26]2[CH2:25][CH2:24][N:23]([C:16](=[O:17])[O:18][C:19]([CH3:20])([CH3:21])[CH3:22])[CH2:28][CH2:27]2)[cH:5][cH:6][c:7]([C:9]([F:10])([F:11])[F:12])[cH:8]1)([F:14])[F:15]. Starting materials: C1(CC1)C1=CC=C(C(=O)N(C)[C@H]2[C@@H](CNCC2)C2=CC(=C(C=C2)Cl)Cl)C=C1 (4-cyclopropyl-N-[(3R,4R)-3-(3,4-dichlorophenyl)piperidin-4-yl]-N-methylbenzamide), CS(=O)(=O)N1CCC(CC1)C(=O)O (1-(methylsulfonyl)piperidine-4-carboxylic acid). Product: C1(CC1)C1=CC=C(C(=O)N(C)[C@H]2[C@@H](CN(CC2)C(=O)C2CCN(CC2)S(=O)(=O)C)C2=CC(=C(C=C2)Cl)Cl)C=C1 (4-cyclopropyl-N-[(3R,4R)-3-(3,4-dichlorophenyl)-1-{[1-(methylsulfonyl)piperidin-4-yl]carbonyl}piperidin-4-yl]-N-methylbenzamide). RXN SMILES: [CH:1]1([C:4]2[CH:27]=[CH:26][C:7]([C:8]([N:10]([C@@H:12]3[CH2:17][CH2:16][NH:15][CH2:14][C@H:13]3[C:18]3[CH:23]=[CH:22][C:21]([Cl:24])=[C:20]([Cl:25])[CH:19]=3)[CH3:11])=[O:9])=[CH:6][CH:5]=2)[CH2:3][CH2:2]1.[CH3:28][S:29]([N:32]1[CH2:37][CH2:36][CH:35]([C:38](O)=[O:39])[CH2:34][CH2:33]1)(=[O:31])=[O:30]>>[CH:1]1([C:4]2[CH:27]=[CH:26][C:7]([C:8]([N:10]([C@@H:12]3[CH2:17][CH2:16][N:15]([C:38]([CH:35]4[CH2:36][CH2:37][N:32]([S:29]([CH3:28])(=[O:31])=[O:30])[CH2:33][CH2:34]4)=[O:39])[CH2:14][C@H:13]3[C:18]3[CH:23]=[CH:22][C:21]([Cl:24])=[C:20]([Cl:25])[CH:19]=3)[CH3:11])=[O:9])=[CH:6][CH:5]=2)[CH2:3][CH2:2]1. Procedure details: Using the compound obtained in step 1 and 1-(methylsulfonyl)piperidine-4-carboxylic acid, and by the reaction and purification in the same manner as in Example 97, the title compound was obtained. Reactants: BrC=1N=C(C=2N(C1)N=C(N2)C=2OC=CC2)N (6-bromo-2-furan-2-yl-[1,2,4]triazolo[1,5-a]pyrazin-8-ylamine), C(C#C)O (prop-2-yn-1-ol), C1(=CC=CC=C1)O (phenol), C1(=CC=CC=C1)P(C1=CC=CC=C1)C1=CC=CC=C1 (triphenyl phosphine), N(=NC(=O)OC(C)C)C(=O)OC(C)C (diisopropyl azodicarboxylate). Product: O1C(=CC=C1)C1=NN2C(C(=NC(=C2)C#CCOC2=CC=CC=C2)N)=N1 (2-furan-2-yl-6-(3-phenoxy-prop-1-ynyl)-[1,2,4]triazolo[1,5-a]pyrazin-8-ylamine). Reaction SMILES: Br[C:2]1[N:3]=[C:4]([NH2:16])[C:5]2[N:6]([N:8]=[C:9]([C:11]3[O:12][CH:13]=[CH:14][CH:15]=3)[N:10]=2)[CH:7]=1.[CH2:17]([OH:20])[C:18]#[CH:19].[C:21]1(O)[CH:26]=[CH:25][CH:24]=[CH:23][CH:22]=1.C1(P(C2C=CC=CC=2)C2C=CC=CC=2)C=CC=CC=1.N(C(OC(C)C)=O)=NC(OC(C)C)=O>>[O:12]1[CH:13]=[CH:14][CH:15]=[C:11]1[C:9]1[N:10]=[C:5]2[C:4]([NH2:16])=[N:3][C:2]([C:19]#[C:18][CH2:17][O:20][C:21]3[CH:26]=[CH:25][CH:24]=[CH:23][CH:22]=3)=[CH:7][N:6]2[N:8]=1. Reported procedure: Alternatively, a compound of formula (I) can react with an alkynyl (e.g., a compound of the formula L′-X1a where L′ is a precursor of L and X1a has been defined above) to form an intermediate, which can further react with a compound of the formula R1—X3—Y—X2-L″ to form a compound of formula (I). As an example, 6-bromo-2-furan-2-yl-[1,2,4]triazolo[1,5-a]pyrazin-8-ylamine can react with prop-2-yn-1-ol to form 3-(8-amino-2-furan-2-yl-[1,2,4]triazolo[1,5-a]pyrazin-6-yl)-prop-2-1-ol, which can then r...